From a dataset of the Open Reaction Database (ORD), a public repository of structured organic reaction records. describe an organic reaction: reactants, conditions, products, and yield The reactants are C(=O)C1=CC=CC=2N=NSC21 (7-formylbenzo-1,2,3-thiadiazole), C1(=CC=C(C=C1)S(=O)(=O)O)C (p-toluenesulfonic acid), C([O-])([O-])=O.[K+].[K+] (potassium carbonate), A4. Solvent: CO (methanol). Yields the product COC(C1=CC=CC=2N=NSC21)OC (7-dimethoxymethylbenzo-1,2,3-thiadiazole). RXN SMILES: [CH:1]([C:3]1[C:11]2[S:10][N:9]=[N:8][C:7]=2[CH:6]=[CH:5][CH:4]=1)=[O:2].[C:12]1(C)C=CC(S(O)(=O)=O)=CC=1.[C:23](=[O:26])([O-])[O-].[K+].[K+]>CO>[CH3:12][O:2][CH:1]([O:26][CH3:23])[C:3]1[C:11]2[S:10][N:9]=[N:8][C:7]=2[CH:6]=[CH:5][CH:4]=1 |f:2.3.4|. Reported procedure: A solution of 3.3 g of 7-formylbenzo-1,2,3-thiadiazole in 50 ml of methanol and 0.2 g of p-toluenesulfonic acid is refluxed for 6 hours in a Soxhlet apparatus charged with a molecular sieve A4. The mixture is then cooled, rendered basic using solid potassium carbonate, filtered through Hyflo and evaporated. The residue is purified on silica gel using hexane/ethyl acetate (1:1), resulting in the title compound of refractive index nD21 =1.5750.